This data is from the Open Reaction Database (ORD), a public repository of structured organic reaction records. The task is: describe an organic reaction: reactants, conditions, products, and yield The reactants are [Na+].N(C1=CC=CC=C1)CCCCCCCCS(=O)(=O)[O-] (8-Anilino-1-octanesulfonic acid sodium salt). The solvent is Cl (HCl), C(C)#N (acetonitrile). Yields the product N(C1=CC=CC=C1)CCCCCCCCS(=O)(=O)O (8-anilino-1-octanesulfonic acid). RXN SMILES: [Na+].[NH:2]([CH2:9][CH2:10][CH2:11][CH2:12][CH2:13][CH2:14][CH2:15][CH2:16][S:17]([O-:20])(=[O:19])=[O:18])[C:3]1[CH:8]=[CH:7][CH:6]=[CH:5][CH:4]=1>Cl.C(#N)C>[NH:2]([CH2:9][CH2:10][CH2:11][CH2:12][CH2:13][CH2:14][CH2:15][CH2:16][S:17]([OH:20])(=[O:18])=[O:19])[C:3]1[CH:4]=[CH:5][CH:6]=[CH:7][CH:8]=1 |f:0.1|. Procedure details: 8-Anilino-1-octanesulfonic acid sodium salt (10.0 g, 0.5 mol) is dissolved in aqueous 0.5M HCl solution (30 mL) and acetonitrile (400 mL) is added to the solution. The solution is filtered and the filtrate is kept in a refrigerator overnight to obtain 8-anilino-1-octanesulfonic acid as white precipitates. The precipitates are collected by filtration, dissolved in water, neutralized by aniline, and then concentrated under reduced pressure to give a white solid. The reactants are FC(C1=CC=CC(=N1)N)(F)F (6-trifluoromethyl-pyridin-2-ylamine), C1CC(=O)N(C1=O)I (NIS). Yields the product FC(C1=C(C=CC(=N1)N)I)(F)F (6-Trifluoromethyl-5-iodo-pyridin-2-ylamine). Reaction SMILES: [F:1][C:2]([F:11])([F:10])[C:3]1[N:8]=[C:7]([NH2:9])[CH:6]=[CH:5][CH:4]=1.C1C(=O)N([I:19])C(=O)C1>>[F:11][C:2]([F:1])([F:10])[C:3]1[N:8]=[C:7]([NH2:9])[CH:6]=[CH:5][C:4]=1[I:19]. Procedure details: The title compound is synthesized according to general procedure GP1 starting from 4.8 g (30 mmol) 6-trifluoromethyl-pyridin-2-ylamine and 6.7 g (30 mmol) NIS. Yield after precipitation from the reaction mixture and isolation of additional product from the mother liquid by chromatography in silica gel: 5.73 g (67%). Reactants: ClC(c1ccccc1)(c1ccccc1)c1ccccc1, NCCCCn1ccc(=O)[nH]c1=O, O, c1ccncc1. The product is O=c1ccn(CCCCNC(c2ccccc2)(c2ccccc2)c2ccccc2)c(=O)[nH]1. RXN SMILES: [C:1]([c:2]1[cH:3][cH:4][cH:5][cH:6][cH:7]1)([c:8]1[cH:9][cH:10][cH:11][cH:12][cH:13]1)([c:14]1[cH:15][cH:16][cH:17][cH:18][cH:19]1)[Cl:20].[NH2:21][CH2:22][CH2:23][CH2:24][CH2:25][n:26]1[c:27](=[O:28])[nH:29][c:30](=[O:31])[cH:32][cH:33]1.[OH2:34].[cH:35]1[cH:36][cH:37][n:38][cH:39][cH:40]1>>[C:1]([c:2]1[cH:3][cH:4][cH:5][cH:6][cH:7]1)([c:8]1[cH:9][cH:10][cH:11][cH:12][cH:13]1)([c:14]1[cH:15][cH:16][cH:17][cH:18][cH:19]1)[NH:21][CH2:22][CH2:23][CH2:24][CH2:25][n:26]1[c:27](=[O:28])[nH:29][c:30](=[O:31])[cH:32][cH:33]1. Reactants: C(#N)C1=C(C=CC=2N=C(SC21)NC(=O)C2CC2)OC2=CC(=CC=C2)NC(C(F)(F)F)=O (N-(7-Cyano-6-{3-[(trifluoroacetyl)amino]phenoxy}-1,3-benzothiazol-2-yl)cyclopropanecarboxamide), O.[OH-].[Li+] (lithium hydroxide monohydrate), Cl (hydrochloric acid). Solvent: O1CCCC1 (tetrahydrofuran), CO (methanol), O (water). Conditions: time 18 hour. Yields the product NC=1C=C(OC2=C(C3=C(N=C(S3)NC(=O)C3CC3)C=C2)C#N)C=CC1 (N-[6-(3-aminophenoxy)-7-cyano-1,3-benzothiazol-2-yl]cyclopropanecarboxamide). Isolated yield 95.1%. As a reaction SMILES: [C:1]([C:3]1[C:11]2[S:10][C:9]([NH:12][C:13]([CH:15]3[CH2:17][CH2:16]3)=[O:14])=[N:8][C:7]=2[CH:6]=[CH:5][C:4]=1[O:18][C:19]1[CH:24]=[CH:23][CH:22]=[C:21]([NH:25]C(=O)C(F)(F)F)[CH:20]=1)#[N:2].O.[OH-].[Li+].Cl>O1CCCC1.CO.O>[NH2:25][C:21]1[CH:20]=[C:19]([CH:24]=[CH:23][CH:22]=1)[O:18][C:4]1[CH:5]=[CH:6][C:7]2[N:8]=[C:9]([NH:12][C:13]([CH:15]3[CH2:17][CH2:16]3)=[O:14])[S:10][C:11]=2[C:3]=1[C:1]#[N:2] |f:1.2.3|. Procedure: N-(7-Cyano-6-{3-[(trifluoroacetyl)amino]phenoxy}-1,3-benzothiazol-2-yl)cyclopropanecarboxamide (1.06 g, 2.37 mmol) was dissolved in a mixed solvent of tetrahydrofuran (25 mL)/methanol (25 mL)/water (25 mL), lithium hydroxide monohydrate (1.05 g, 25.7 mmol) was added, and the mixture was stirred at room temperature for 18 hr. The reaction mixture was neutralized with 1N hydrochloric acid, and concentrated under reduced pressure. The obtained residue was repeatedly washed with water to give the ti... The reactants are C(C)(=O)C=1N=CC(=NC1)NC(C(C)(C)C)=O (N-(5-acetylpyrazin-2-yl)-2,2-dimethylpropanamide), [BH4-].[Na+] (sodium borohydride), Cl (hydrochloric acid). Solvent: C(C)O (ethanol), C1CCOC1 (THF). Reaction conditions: time 30 minute. The product is OC(C)C=1N=CC(=NC1)NC(C(C)(C)C)=O (N-[5-(1-hydroxyethyl)pyrazin-2-yl]-2,2-dimethylpropanamide). Isolated yield 104.1%. RXN SMILES: [C:1]([C:4]1[N:5]=[CH:6][C:7]([NH:10][C:11](=[O:16])[C:12]([CH3:15])([CH3:14])[CH3:13])=[N:8][CH:9]=1)(=[O:3])[CH3:2].[BH4-].[Na+].Cl>C(O)C.C1COCC1>[OH:3][CH:1]([C:4]1[N:5]=[CH:6][C:7]([NH:10][C:11](=[O:16])[C:12]([CH3:15])([CH3:14])[CH3:13])=[N:8][CH:9]=1)[CH3:2] |f:1.2|. Procedure details: To a solution of N-(5-acetylpyrazin-2-yl)-2,2-dimethylpropanamide (500 mg) in ethanol (10 mL) and THF (10 mL) was added sodium borohydride (86 mg) under ice-cooling, followed by stirring for 30 minutes under ice-cooling. To the reaction mixture was added 1 M hydrochloric acid under ice-cooling, followed by extraction with ethyl acetate. The organic layer was washed with saturated aqueous sodium bicarbonate and saturated brine, dried over anhydrous magnesium sulfate, and then concentrated to obta... Reactants: ClC1=C(C=C(C=C1)F)O (2-chloro-5-fluorophenol), BrC=1C=NC=CC1Cl (3-bromo-4-chloropyridine), C1CCC2=NCCCN2CC1 (DBU). The product is BrC=1C=NC=CC1OC1=C(C=CC(=C1)F)Cl (3-bromo-4-(2-chloro-5-fluorophenoxy)pyridine). RXN SMILES: [Cl:1][C:2]1[CH:7]=[CH:6][C:5]([F:8])=[CH:4][C:3]=1[OH:9].[Br:10][C:11]1[CH:12]=[N:13][CH:14]=[CH:15][C:16]=1Cl.C1CCN2C(=NCCC2)CC1>CN1C(=O)CCC1>[Br:10][C:11]1[CH:12]=[N:13][CH:14]=[CH:15][C:16]=1[O:9][C:3]1[CH:4]=[C:5]([F:8])[CH:6]=[CH:7][C:2]=1[Cl:1]. Procedure: A mixture of 2-chloro-5-fluorophenol (1.50 g, 10.24 mmol), 3-bromo-4-chloropyridine (1.50 g, 7.79 mmol) and DBU (1.50 g, 9.85 mmol) were heated at 130° C. in NMP (10 mL) for 15 hours. The reaction mixture was cooled and partitioned between water (100 mL) and MTBE (100 mL). The organic layer was separated, washed with dilute aq NaOH and brine, dried (MgSO4) and concentrated in vacuo to provide 3-bromo-4-(2-chloro-5-fluorophenoxy)pyridine (1.98 g, 84% yield) as brownish oil suitable for use in the... The yield is 84.0%. Solvent: CN1CCCC1=O (NMP). The reactants are NC1=NC(=C(C(=N1)O)CCCC)C (2-Amino-5-butyl-6-methylpyrimidine-4-ol), P(=O)(Cl)(Cl)Cl (phosphorus oxychloride). Product: C(CCC)C=1C(=NC(=NC1C)N)Cl (5-Butyl-4-chloro-6-methylpyrimidine-2-ylamine). Yield: 29.0%. RXN SMILES: [NH2:1][C:2]1[N:7]=[C:6](O)[C:5]([CH2:9][CH2:10][CH2:11][CH3:12])=[C:4]([CH3:13])[N:3]=1.P(Cl)(Cl)([Cl:16])=O>>[CH2:9]([C:5]1[C:6]([Cl:16])=[N:7][C:2]([NH2:1])=[N:3][C:4]=1[CH3:13])[CH2:10][CH2:11][CH3:12]. Reported procedure: 2-Amino-5-butyl-6-methylpyrimidine-4-ol (1.0 g, 5.52 mmol) and phosphorus oxychloride (12 ml) were refluxed for 3 hours. The solvent was removed in vacuo and the residue was purified by silica gel column chromatography(n-hexane:ethyl acetate=2:1) to give the object compound (325 mg, 29%).